From a dataset of the Open Reaction Database (ORD), a public repository of structured organic reaction records. describe an organic reaction: reactants, conditions, products, and yield The reactants are Cc1cccc(CC2(CO)CCN(C(=O)OC(C)(C)C)CC2)c1, C1CCOC1, COS(=O)(=O)OC, [KH]. The product is COCC1(Cc2cccc(C)c2)CCN(C(=O)OC(C)(C)C)CC1. RXN SMILES: [C:2]([CH3:3])([CH3:4])([CH3:5])[O:6][C:7](=[O:8])[N:9]1[CH2:10][CH2:11][C:12]([CH2:15][OH:16])([CH2:17][c:18]2[cH:19][c:20]([CH3:24])[cH:21][cH:22][cH:23]2)[CH2:13][CH2:14]1.[CH2:32]1[O:33][CH2:34][CH2:35][CH2:36]1.[CH3:25][O:26][S:27]([O:28][CH3:29])(=[O:30])=[O:31].[KH:1]>>[C:2]([CH3:3])([CH3:4])([CH3:5])[O:6][C:7](=[O:8])[N:9]1[CH2:10][CH2:11][C:12]([CH2:15][O:16][CH3:25])([CH2:17][c:18]2[cH:19][c:20]([CH3:24])[cH:21][cH:22][cH:23]2)[CH2:13][CH2:14]1. Starting materials: Cl (hydrogen chloride), C1CO1 (Ethylenoxide), OC=1C=C(C=CC1)C1CNCCC1 (3-(3-hydroxyphenyl)piperidine), C1CO1 (ethylenoxide). Solvent: CO (methanol). Reaction conditions: temperature -30 celsius. Product: Cl.OC=1C=C(C=CC1)C1CN(CCC1)CCO (2-[3-(3-hydroxyphenyl)-piperidino]ethanol hydrochloride). Isolated yield 41.0%. As a reaction SMILES: [CH2:1]1[O:3][CH2:2]1.[OH:4][C:5]1[CH:6]=[C:7]([CH:11]2[CH2:16][CH2:15][CH2:14][NH:13][CH2:12]2)[CH:8]=[CH:9][CH:10]=1.[ClH:17]>CO>[ClH:17].[OH:4][C:5]1[CH:6]=[C:7]([CH:11]2[CH2:16][CH2:15][CH2:14][N:13]([CH2:2][CH2:1][OH:3])[CH2:12]2)[CH:8]=[CH:9][CH:10]=1 |f:4.5|. Procedure details: Ethylenoxide (0.36 ml, 7.0 mmol) was added to a stirred solution of 3-(3-hydroxyphenyl)piperidine (1.0 g, 5.6 mmol) in methanol (150 ml), maintaining the temperature at -30° C., whereafter the reaction mixture was allowed to reach room temperature. (The reaction was followed by TLC). More ethylenoxide (0.5 ml, 9.8 mmol) was added in portions until the reaction was complete (two weeks). An excess of ethereal hydrogen chloride was added and the solvent was evaporated. The oily residue was passed t... Reactants: O1C(=CC=C1)C=1OC(=C(N1)COC1=CC=C(CN2N=C(C(=C2)CCC(=O)OCC)O)C=C1)C (ethyl 3-[1-[4-[2-(2-furyl)-5-methyl-4-oxazolylmethoxy]benzyl]-3-hydroxy-1H-pyrazol-4-yl]propionate), [H-].[Na+] (sodium hydride), O (water), ICC (Iodoethane). Solvent: CN(C=O)C (N,N-dimethylformamide). Reaction conditions: time 30 minute. The product is C(C)OC1=NN(C=C1CCC(=O)OCC)CC1=CC=C(C=C1)OCC=1N=C(OC1C)C=1OC=CC1 (ethyl 3-[3-ethoxy-1-[4-[2-(2-furyl)-5-methyl-4-oxazolylmethoxy]benzyl]-1H-pyrazol-4-yl]propionate). Isolated yield 73.0%. RXN SMILES: [O:1]1[CH:5]=[CH:4][CH:3]=[C:2]1[C:6]1[O:7][C:8]([CH3:33])=[C:9]([CH2:11][O:12][C:13]2[CH:32]=[CH:31][C:16]([CH2:17][N:18]3[CH:22]=[C:21]([CH2:23][CH2:24][C:25]([O:27][CH2:28][CH3:29])=[O:26])[C:20]([OH:30])=[N:19]3)=[CH:15][CH:14]=2)[N:10]=1.[H-].[Na+].I[CH2:37][CH3:38].O>CN(C)C=O>[CH2:37]([O:30][C:20]1[C:21]([CH2:23][CH2:24][C:25]([O:27][CH2:28][CH3:29])=[O:26])=[CH:22][N:18]([CH2:17][C:16]2[CH:31]=[CH:32][C:13]([O:12][CH2:11][C:9]3[N:10]=[C:6]([C:2]4[O:1][CH:5]=[CH:4][CH:3]=4)[O:7][C:8]=3[CH3:33])=[CH:14][CH:15]=2)[N:19]=1)[CH3:38] |f:1.2|. Procedure: To a solution of ethyl 3-[1-[4-[2-(2-furyl)-5-methyl-4-oxazolylmethoxy]benzyl]-3-hydroxy-1H-pyrazol-4-yl]propionate (452 mg) in N,N-dimethylformamide (10 ml), sodium hydride (60%, oily, 40.0 mg) was added at 0° C., and the solution was stirred at room temperature for 30 minutes. Iodoethane (0.240 ml) was added to the reaction mixture, which was stirred at room temperature for one hour. The reaction mixture was poured into water, which was extracted with ethyl acetate. The ethyl acetate layer was... Reactants: N[C@@H]1CCC2=C(C=CC=C12)C1=NOC(=N1)C=1C=CC(=C(C#N)C1)OC(C)C ((R)-5-(3-(1-amino-2,3-dihydro-1H-inden-4-yl)-1,2,4-oxadiazol-5-yl)-2-isopropoxybenzonitrile), C(=O)([O-])[O-].[K+].[K+] (K2CO3), BrCCC(=O)OC (methyl 3-bromopropanoate), BrCCC(=O)OC (methyl 3-bromopropanoate). Reaction conditions: temperature 80 celsius. Product: C(#N)C=1C=C(C=CC1OC(C)C)C1=NC(=NO1)C1=C2CC[C@H](C2=CC=C1)NCCC(=O)OC ((R)-methyl 3-((4-(5-(3-cyano-4-isopropoxyphenyl)-1,2,4-oxadiazol-3-yl)-2,3-dihydro-1H-inden-1-yl)amino)propanoate). The yield is 63.6%. As a reaction SMILES: [NH2:1][C@H:2]1[C:10]2[C:5](=[C:6]([C:11]3[N:15]=[C:14]([C:16]4[CH:17]=[CH:18][C:19]([O:24][CH:25]([CH3:27])[CH3:26])=[C:20]([CH:23]=4)[C:21]#[N:22])[O:13][N:12]=3)[CH:7]=[CH:8][CH:9]=2)[CH2:4][CH2:3]1.C([O-])([O-])=O.[K+].[K+].Br[CH2:35][CH2:36][C:37]([O:39][CH3:40])=[O:38]>>[C:21]([C:20]1[CH:23]=[C:16]([C:14]2[O:13][N:12]=[C:11]([C:6]3[CH:7]=[CH:8][CH:9]=[C:10]4[C:5]=3[CH2:4][CH2:3][C@H:2]4[NH:1][CH2:35][CH2:36][C:37]([O:39][CH3:40])=[O:38])[N:15]=2)[CH:17]=[CH:18][C:19]=1[O:24][CH:25]([CH3:27])[CH3:26])#[N:22] |f:1.2.3|. Procedure details: Prepared using General Procedure 6. To the solution of (R)-5-(3-(1-amino-2,3-dihydro-1H-inden-4-yl)-1,2,4-oxadiazol-5-yl)-2-isopropoxybenzonitrile 49 (90.0 mg, 0.25 mmol) and K2CO3 (103.5 mg, 0.75 mmol) was added methyl 3-bromopropanoate (41.8 mg, 0.25 mmol). The reaction was heated to 80° C. for 30 min and repeated four time at 80° C. for 30 min with additional methyl 3-bromopropanoate (41.8 mg, 0.25 mmol) added each time. The solvent was evaporated, and the residues partitioned between EA and ...